Dataset: the Open Reaction Database (ORD), a public repository of structured organic reaction records. Task: describe an organic reaction: reactants, conditions, products, and yield Product: CS(=O)(=O)O, COCCC(C)Nc1nc2ccc(-c3nc(C4(C)COC4)[nH]c3-c3ccc(F)cc3F)nc2o1. Starting materials: CS(=O)(=O)O, CO, CO, ClCCl, COCCC(C)Nc1nc2ccc(-c3nc(C4(C)COC4)[nH]c3-c3ccc(F)cc3F)nc2o1. Reaction SMILES: [CH3:35][S:36]([OH:37])(=[O:38])=[O:39].[CH3:40][OH:41].[CH3:45][OH:46].[Cl:42][CH2:43][Cl:44].[F:1][c:2]1[c:3](-[c:9]2[c:10](-[c:19]3[cH:20][cH:21][c:22]4[c:23]([n:24]3)[o:25][c:26]([NH:28][CH:29]([CH2:30][CH2:31][O:32][CH3:33])[CH3:34])[n:27]4)[n:11][c:12]([C:14]3([CH3:18])[CH2:15][O:16][CH2:17]3)[nH:13]2)[cH:4][cH:5][c:6]([F:8])[cH:7]1>>[CH3:35][S:36](=[O:37])(=[O:38])[OH:39].[F:1][c:2]1[c:3](-[c:9]2[c:10](-[c:19]3[cH:20][cH:21][c:22]4[c:23]([n:24]3)[o:25][c:26]([NH:28][CH:29]([CH2:30][CH2:31][O:32][CH3:33])[CH3:34])[n:27]4)[n:11][c:12]([C:14]3([CH3:18])[CH2:15][O:16][CH2:17]3)[nH:13]2)[cH:4][cH:5][c:6]([F:8])[cH:7]1. Reported procedure: To half of the ether solution of 3-(4-chlorophenyl)-4-(N-propyl-N-(2,2,2-trichloroethoxycarbonyl)-amino)-4,5-dihydro-1H-pyrazole (Example 349c) (≤149 mmole) was added 18.7 g (100 mmole) of 4-trifluoromethylphenyl isocyanate. After stirring for 30 minutes, the mixture was concentrated in vacuo and dissolved in 200 ml of 50/50 diethyl ether/hexanes and cooled to -20° C. Crystals of the desired compound formed and were filtered yielding 30 g of the desired compound, mp 172°-173° C. RXN SMILES: [Cl:1][C:2]1[CH:7]=[CH:6][C:5]([C:8]2[CH:12]([N:13]([CH2:22][CH2:23][CH3:24])[C:14]([O:16][CH2:17][C:18]([Cl:21])([Cl:20])[Cl:19])=[O:15])[CH2:11][NH:10][N:9]=2)=[CH:4][CH:3]=1.[F:25][C:26]([F:37])([F:36])[C:27]1[CH:32]=[CH:31][C:30]([N:33]=[C:34]=[O:35])=[CH:29][CH:28]=1>CCOCC>[F:25][C:26]([F:36])([F:37])[C:27]1[CH:28]=[CH:29][C:30]([NH:33][C:34]([N:10]2[CH2:11][CH:12]([N:13]([CH2:22][CH2:23][CH3:24])[C:14]([O:16][CH2:17][C:18]([Cl:19])([Cl:21])[Cl:20])=[O:15])[C:8]([C:5]3[CH:6]=[CH:7][C:2]([Cl:1])=[CH:3][CH:4]=3)=[N:9]2)=[O:35])=[CH:31][CH:32]=1. Run in CCOCC (ether). Conditions: temperature -20 celsius, time 30 minute. The reactants are ClC1=CC=C(C=C1)C1=NNCC1N(C(=O)OCC(Cl)(Cl)Cl)CCC (3-(4-chlorophenyl)-4-(N-propyl-N-(2,2,2-trichloroethoxycarbonyl)-amino)-4,5-dihydro-1H-pyrazole), FC(C1=CC=C(C=C1)N=C=O)(F)F (4-trifluoromethylphenyl isocyanate). Product: FC(C1=CC=C(C=C1)NC(=O)N1N=C(C(C1)N(C(=O)OCC(Cl)(Cl)Cl)CCC)C1=CC=C(C=C1)Cl)(F)F (N-(4-trifluoromethylphenyl)-3-(4-chlorophenyl)-4-(N-propyl-N-(2,2,2-trichloroethoxycarbonyl)-amino)-4,5-dihydro-1H-pyrazole-1-carboxamide).